From a dataset of the Open Reaction Database (ORD), a public repository of structured organic reaction records. describe an organic reaction: reactants, conditions, products, and yield Reactants: CC(=O)OCC(=O)C12OCOC1CC1C3CCC4=CC(=O)C=CC4(C)C34OC4CC12C, F, O, c1ccncc1. Product: CC(=O)OCC(=O)C12OCOC1CC1C3CCC4=CC(=O)C=CC4(C)C3(F)C(O)CC12C. As a reaction SMILES: [C:8]([CH3:9])(=[O:10])[O:11][CH2:12][C:13]([C:14]12[CH:15]([CH2:16][CH:17]3[CH:18]4[CH2:19][CH2:20][C:21]5=[CH:22][C:23](=[O:34])[CH:24]=[CH:25][C:26]5([CH3:27])[C:28]45[CH:29]([CH2:30][C:31]13[CH3:32])[O:33]5)[O:35][CH2:36][O:37]2)=[O:38].[FH:1].[OH2:39].[cH:2]1[cH:3][cH:4][n:5][cH:6][cH:7]1>>[F:1][C:28]12[CH:18]([CH:17]3[CH2:16][CH:15]4[C:14]([C:13]([CH2:12][O:11][C:8]([CH3:9])=[O:10])=[O:38])([C:31]3([CH3:32])[CH2:30][CH:29]1[OH:33])[O:37][CH2:36][O:35]4)[CH2:19][CH2:20][C:21]1=[CH:22][C:23](=[O:34])[CH:24]=[CH:25][C:26]12[CH3:27]. Reactants: C([O-])([O-])=O.[Ba+2] (barium carbonate), O=C([C@H](O)[C@@H](O)[C@H](O)[C@H](O)CO)O (gluconic acid), C([O-])([O-])=O.[Na+].[Na+] (sodium carbonate), C(O)([O-])=O.[Na+] (sodium hydrogen carbonate), O=C([C@H](O)[C@@H](O)[C@H](O)[C@H](O)CO)[O-].[K+] (potassium gluconate). Solvent: O (water), C(C)(=O)O (acetic acid), O (water), O (water). Product: C([O-])([O-])=O.[Na+].[Na+].C(O)([O-])=O.[Na+] (Sodium carbonate sodium hydrogen carbonate). RXN SMILES: [C:1](=[O:4])([O-:3])[O-:2].[Ba+2].O=C(O)[C@@H]([C@H]([C@@H]([C@@H](CO)O)O)O)O.[C:19](=[O:22])([O-:21])[O-:20].[Na+:23].[Na+].C(=O)([O-])O.[Na+].O=C([O-])[C@@H]([C@H]([C@@H]([C@@H](CO)O)O)O)O.[K+]>C(O)(=O)C.O>[C:1](=[O:2])([O-:4])[O-:3].[Na+:23].[Na+:23].[C:19](=[O:20])([O-:22])[OH:21].[Na+:23] |f:0.1,3.4.5,6.7,8.9,12.13.14.15.16|. Procedure details: One-gram portion of barium carbonate was dissolved in 5 ml of 99% acetic acid (extra pure grade). The solution was diluted with pure water such that the total amount of the solution should be 1 L. Thus, a sample for measurement was prepared. The gluconic acid content in the sample for measurement was measured by ion chromatography (using ION CHROMATOGRAPH IC-2001, manufactured by Tosoh Corporation). Elute used on measuring was sodium carbonate-sodium hydrogen carbonate mixed solution. Sodium car...